Dataset: the Open Reaction Database (ORD), a public repository of structured organic reaction records. Task: describe an organic reaction: reactants, conditions, products, and yield Starting materials: O=C(O)C(=O)N1CCC(Cc2ccccc2)CC1, CCOCC, Nc1ccc2c(c1)OCC(=S)N2. The product is O=C(Nc1ccc2c(c1)OCC(=S)N2)C(=O)N1CCC(Cc2ccccc2)CC1. RXN SMILES: [CH2:13]([c:14]1[cH:15][cH:16][cH:17][cH:18][cH:19]1)[CH:20]1[CH2:21][CH2:22][N:23]([C:26]([C:27](=[O:28])[OH:29])=[O:30])[CH2:24][CH2:25]1.[CH2:31]([O:32][CH2:33][CH3:34])[CH3:35].[NH2:1][c:2]1[cH:3][c:4]2[c:5]([cH:11][cH:12]1)[NH:6][C:7](=[S:10])[CH2:8][O:9]2>>[NH:1]([c:2]1[cH:3][c:4]2[c:5]([cH:11][cH:12]1)[NH:6][C:7](=[S:10])[CH2:8][O:9]2)[C:27]([C:26]([N:23]1[CH2:22][CH2:21][CH:20]([CH2:13][c:14]2[cH:15][cH:16][cH:17][cH:18][cH:19]2)[CH2:25][CH2:24]1)=[O:30])=[O:28]. Reactants: O=C=Nc1cccc(C(F)(F)F)c1, Nc1cc(C(=O)Nc2cc(S(=O)(=O)O)cc3cc(S(=O)(=O)O)cc(S(=O)(=O)O)c23)cc(C(=O)Nc2cc(S(=O)(=O)O)cc3cc(S(=O)(=O)O)cc(S(=O)(=O)O)c23)c1, O. Product: O=C(Nc1cc(C(=O)Nc2cc(S(=O)(=O)O)cc3cc(S(=O)(=O)O)cc(S(=O)(=O)O)c23)cc(C(=O)Nc2cc(S(=O)(=O)O)cc3cc(S(=O)(=O)O)cc(S(=O)(=O)O)c23)c1)Nc1cccc(C(F)(F)F)c1. Reaction SMILES: [F:58][C:59]([c:60]1[cH:61][c:62]([N:66]=[C:67]=[O:68])[cH:63][cH:64][cH:65]1)([F:69])[F:70].[NH2:1][c:2]1[cH:3][c:4]([C:33](=[O:34])[NH:35][c:36]2[cH:37][c:38]([S:54](=[O:55])(=[O:56])[OH:57])[cH:39][c:40]3[cH:41][c:42]([S:50](=[O:51])(=[O:52])[OH:53])[cH:43][c:44]([S:46](=[O:47])(=[O:48])[OH:49])[c:45]23)[cH:5][c:6]([C:8](=[O:9])[NH:10][c:11]2[cH:12][c:13]([S:29](=[O:30])(=[O:31])[OH:32])[cH:14][c:15]3[cH:16][c:17]([S:25](=[O:26])(=[O:27])[OH:28])[cH:18][c:19]([S:21](=[O:22])(=[O:23])[OH:24])[c:20]23)[cH:7]1.[OH2:71]>>[NH:1]([c:2]1[cH:3][c:4]([C:33](=[O:34])[NH:35][c:36]2[cH:37][c:38]([S:54](=[O:55])(=[O:56])[OH:57])[cH:39][c:40]3[cH:41][c:42]([S:50](=[O:51])(=[O:52])[OH:53])[cH:43][c:44]([S:46](=[O:47])(=[O:48])[OH:49])[c:45]23)[cH:5][c:6]([C:8](=[O:9])[NH:10][c:11]2[cH:12][c:13]([S:29](=[O:30])(=[O:31])[OH:32])[cH:14][c:15]3[cH:16][c:17]([S:25](=[O:26])(=[O:27])[OH:28])[cH:18][c:19]([S:21](=[O:22])(=[O:23])[OH:24])[c:20]23)[cH:7]1)[C:67]([NH:66][c:62]1[cH:61][c:60]([C:59]([F:58])([F:69])[F:70])[cH:65][cH:64][cH:63]1)=[O:68]. The reactants are CN1C(N(C(C(=C1NCCCCl)C)=O)C)=O (1,3,5-trimethyl-6-(3-chloropropylamino)-2,4(1H,3H)-pyrimidinedione), COC1=C(C=CC(=C1)[N+](=O)[O-])N1CCNCC1 (1-(2-methoxy-4-nitrophenyl)piperazine), C(CC)N(CCC)CCC (tripropylamine). The solvent is COCCOCCOC (diglyme). The product is CN1C(N(C(C(=C1NCCCN1CCN(CC1)C1=C(C=C(C=C1)[N+](=O)[O-])OC)C)=O)C)=O (1,3,5-Trimethyl-6-[[3-[4-(2-methoxy-4-nitrophenyl)-1-piperazinyl]propyl]amino]-2,4(1H,3H)-pyrimidinedione). The yield is 79.0%. As a reaction SMILES: [CH3:1][N:2]1[C:7]([NH:8][CH2:9][CH2:10][CH2:11]Cl)=[C:6]([CH3:13])[C:5](=[O:14])[N:4]([CH3:15])[C:3]1=[O:16].[CH3:17][O:18][C:19]1[CH:24]=[C:23]([N+:25]([O-:27])=[O:26])[CH:22]=[CH:21][C:20]=1[N:28]1[CH2:33][CH2:32][NH:31][CH2:30][CH2:29]1.C(N(CCC)CCC)CC>COCCOCCOC>[CH3:1][N:2]1[C:7]([NH:8][CH2:9][CH2:10][CH2:11][N:31]2[CH2:32][CH2:33][N:28]([C:20]3[CH:21]=[CH:22][C:23]([N+:25]([O-:27])=[O:26])=[CH:24][C:19]=3[O:18][CH3:17])[CH2:29][CH2:30]2)=[C:6]([CH3:13])[C:5](=[O:14])[N:4]([CH3:15])[C:3]1=[O:16]. Reported procedure: Analogously to Example 13, 1,3,5-trimethyl-6-(3-chloropropylamino)-2,4(1H,3H)-pyrimidinedione (130 mmol) is refluxed for 14 h with 1-(2-methoxy-4-nitrophenyl)piperazine (100 mmol) and tripropylamine (75 ml) in 300 ml of diglyme. After removing the solvent in vacuo, the mixture is worked up in the customary manner, and after purification by column chromatography, the title compound is obtained in 79% yield (m.p. 131-133° C.). Starting materials: C1(CCCCC1)C(C1=C(CN(C=2N=NN(N2)CCO[Si](C)(C)C(C)(C)C)CC2=CC(=CC(=C2)C(F)(F)F)C(F)(F)F)C=C(C=C1)C(F)(F)F)OC (N-(2-(cyclohexyl(methoxy)methyl)-5-(trifluoromethyl)benzyl)-N-(3,5-bis(trifluoromethyl)benzyl)-2-(2-(tert-butyldimethylsilyloxy)ethyl)-2H-tetrazol-5-amine), CCCC[N+](CCCC)(CCCC)CCCC.[F-] (TBAF), C1CCOC1 (THF), C1CCOC1 (THF). Conditions: time 8 hour. The product is FC(C=1C=C(CN(C=2N=NN(N2)C(C)O)CC2=C(C=CC(=C2)C(F)(F)F)C(OC)C2CCCCC2)C=C(C1)C(F)(F)F)(F)F (5-{(3,5-Bis-trifluoromethyl-benzyl)-[2-(cyclohexyl-methoxy-methyl)-5-trifluoromethyl-benzyl]-amino}-tetrazol-2-yl-ethanol). Isolated yield 89.0%. Reaction SMILES: [CH:1]1([CH:7]([O:50][CH3:51])[C:8]2[CH:45]=[CH:44][C:43]([C:46]([F:49])([F:48])[F:47])=[CH:42][C:9]=2[CH2:10][N:11]([CH2:27][C:28]2[CH:33]=[C:32]([C:34]([F:37])([F:36])[F:35])[CH:31]=[C:30]([C:38]([F:41])([F:40])[F:39])[CH:29]=2)[C:12]2[N:13]=[N:14][N:15](CCO[Si](C(C)(C)C)(C)C)[N:16]=2)[CH2:6][CH2:5][CH2:4][CH2:3][CH2:2]1.CCCC[N+](CCCC)(CCCC)CCCC.[F-].C1C[O:73][CH2:72][CH2:71]1>>[F:37][C:34]([F:35])([F:36])[C:32]1[CH:33]=[C:28]([CH:29]=[C:30]([C:38]([F:39])([F:41])[F:40])[CH:31]=1)[CH2:27][N:11]([CH2:10][C:9]1[CH:42]=[C:43]([C:46]([F:47])([F:48])[F:49])[CH:44]=[CH:45][C:8]=1[CH:7]([CH:1]1[CH2:2][CH2:3][CH2:4][CH2:5][CH2:6]1)[O:50][CH3:51])[C:12]1[N:13]=[N:14][N:15]([CH:72]([OH:73])[CH3:71])[N:16]=1 |f:1.2|. Reported procedure: To N-(2-(cyclohexyl(methoxy)methyl)-5-(trifluoromethyl)benzyl)-N-(3,5-bis(trifluoromethyl)benzyl)-2-(2-(tert-butyldimethylsilyloxy)ethyl)-2H-tetrazol-5-amine (39.3 mg, 0.052 mmol) in THF (0.3 mL) at room temperature was added TBAF in THF (1.0 M, 0.1 mL, 0.1 mmol). The mixture was stirred at room temperature overnight. Solvent was removed and the residue was purified by chromatography over 12+S Biotage silica column (eluted with 0-50% ethyl acetate in heptane) to afford a colorless oil (29.5 mg, ... The reactants are C1(=CC=CC=C1)SCCCCl (3-phenylthio-1-chloro-propane), [I-].[Na+] (sodium iodide), N1CCNCC1 (piperazine). The solvent is C(C)C(=O)C (methyl ethyl ketone). Yields the product C1(=CC=CC=C1)SCCCN1CCNCC1 (N(3-phenylthio-1-propyl)piperazine). Reaction SMILES: [C:1]1([S:7][CH2:8][CH2:9][CH2:10]Cl)[CH:6]=[CH:5][CH:4]=[CH:3][CH:2]=1.[I-].[Na+].[NH:14]1[CH2:19][CH2:18][NH:17][CH2:16][CH2:15]1>C(C(C)=O)C>[C:1]1([S:7][CH2:8][CH2:9][CH2:10][N:14]2[CH2:19][CH2:18][NH:17][CH2:16][CH2:15]2)[CH:6]=[CH:5][CH:4]=[CH:3][CH:2]=1 |f:1.2|. Procedure: To 1000 ml methyl ethyl ketone are added 3-phenylthio-1-chloro-propane (1 mole), sodium iodide (1 mole) and anhydrous piperazine (4 moles). The resulting mixture is refluxed during 24 hours, with stirring, after which the solvent is evaporated in vacuo, the residue is taken up into water and ether. The ether phase is washed with water, dried and concentrated. The residue is distilled in vacuo. B.p. = 140° C./0.05 mm Hg. N.M.R.: consistent. Starting materials: CCCC1CC(Nc2ccccc2)c2cc(Br)ccc2N1C(C)=O, O=C([O-])[O-], C1COCCO1, [K+], [K+], O, O=C(O)c1ccc(B(O)O)cc1, c1ccc(P(c2ccccc2)(c2ccccc2)[Pd](P(c2ccccc2)(c2ccccc2)c2ccccc2)(P(c2ccccc2)(c2ccccc2)c2ccccc2)P(c2ccccc2)(c2ccccc2)c2ccccc2)cc1. Yields the product CCCC1CC(Nc2ccccc2)c2cc(-c3ccc(C(=O)O)cc3)ccc2N1C(C)=O. Reaction SMILES: [C:13]([CH3:14])(=[O:15])[N:16]1[CH:17]([CH2:34][CH2:35][CH3:36])[CH2:18][CH:19]([NH:27][c:28]2[cH:29][cH:30][cH:31][cH:32][cH:33]2)[c:20]2[cH:21][c:22]([Br:26])[cH:23][cH:24][c:25]21.[C:37](=[O:38])([O-:39])[O-:40].[CH2:43]1[O:44][CH2:45][CH2:46][O:47][CH2:48]1.[K+:41].[K+:42].[OH2:49].[OH:1][B:2]([c:3]1[cH:4][cH:5][c:6]([C:7](=[O:8])[OH:9])[cH:10][cH:11]1)[OH:12].[cH:50]1[cH:51][cH:52][c:53]([P:54]([Pd:55]([P:56]([c:57]2[cH:58][cH:59][cH:60][cH:61][cH:62]2)([c:63]2[cH:64][cH:65][cH:66][cH:67][cH:68]2)[c:69]2[cH:70][cH:71][cH:72][cH:73][cH:74]2)([P:75]([c:76]2[cH:77][cH:78][cH:79][cH:80][cH:81]2)([c:82]2[cH:83][cH:84][cH:85][cH:86][cH:87]2)[c:88]2[cH:89][cH:90][cH:91][cH:92][cH:93]2)[P:94]([c:95]2[cH:96][cH:97][cH:98][cH:99][cH:100]2)([c:101]2[cH:102][cH:103][cH:104][cH:105][cH:106]2)[c:107]2[cH:108][cH:109][cH:110][cH:111][cH:112]2)([c:113]2[cH:114][cH:115][cH:116][cH:117][cH:118]2)[c:119]2[cH:120][cH:121][cH:122][cH:123][cH:124]2)[cH:125][cH:126]1>>[c:3]1(-[c:22]2[cH:21][c:20]3[c:25]([cH:24][cH:23]2)[N:16]([C:13]([CH3:14])=[O:15])[CH:17]([CH2:34][CH2:35][CH3:36])[CH2:18][CH:19]3[NH:27][c:28]2[cH:29][cH:30][cH:31][cH:32][cH:33]2)[cH:4][cH:5][c:6]([C:7](=[O:8])[OH:9])[cH:10][cH:11]1. Reactants: C(CC(=O)C)(=O)OC (methyl acetoacetate), N1CCCCC1 (piperidine), N=1ON=C2C1C=CC=C2C=O (2,1,3-benzoxadiazole-4-carboxaldehyde), C(CC(=O)C)(=O)OC (methyl acetoacetate), N1CCCCC1 (piperidine), N=1ON=C2C1C=CC=C2C=O (2,1,3-benzoxadiazole-4-carboxaldehyde), N=1ON=C2C1C=CC=C2C=O (2,1,3-benzoxadiazole-4-carboxaldehyde), C(CC(=O)C)(=O)OC (methyl acetoacetate), N1CCCCC1 (piperidine), N=1ON=C2C1C=CC=C2C=O (2,1,3-benzoxadiazole-4-carboxaldehyde). Run in C(C)(=O)O (Acetic acid), C(C)(C)OC(C)C (diisopropyl ether), O (water), C(C)(C)OC(C)C (diisopropyl ether), C(C)(=O)O (acetic acid), C(C)(=O)O (acetic acid). Reaction conditions: time 10 hour. Product: crude product, COC(C(=CC1=CC=CC=2C1=NON2)C(C)=O)=O (2-acetyl-3-benzofurazan-4-yl-acrylic acid methyl ester), C(C)(C)OC(C)C (diisopropyl ether). As a reaction SMILES: [N:1]1[O:2][N:3]=[C:4]2[C:9]([CH:10]=O)=[CH:8][CH:7]=[CH:6][C:5]=12.[C:12]([O:18][CH3:19])(=[O:17])[CH2:13][C:14]([CH3:16])=[O:15].N1CC[CH2:23][CH2:22][CH2:21]1>C(OC(C)C)(C)C.C(O)(=O)C.O>[CH3:19][O:18][C:12](=[O:17])[C:13]([C:14](=[O:15])[CH3:16])=[CH:10][C:9]1[C:4]2=[N:3][O:2][N:1]=[C:5]2[CH:6]=[CH:7][CH:8]=1.[CH:22]([O:15][CH:14]([CH3:16])[CH3:13])([CH3:23])[CH3:21]. Procedure details: In the first step, 2,1,3-benzoxadiazole-4-carboxaldehyde is reacted with methyl acetoacetate in the presence of acetic acid and piperidine in diisopropyl ether. The reaction is carried out in diisopropyl ether under reflux with simultaneous removal of water formed during the reaction. Removal of the water from the reaction mixture enables the reaction to proceed at a faster rate. The reaction is completed at the end of theoretical amount of water removal from the reaction mixture. The completion... Reactants: O1C(CCCC1)OC([C@H]1N(CCC1)C([C@H](O)CC1=CC=CC=C1)=O)=O (O-tetrahydropyranyl-3-phenyl-D-lactyl-L-proline), C1(CCCCC1)[NH3+] (cyclohexylammonium). Solvent: C(C)OCC (diethyl ether). Yields the product C1(CCCCC1)[NH3+].O1C(CCCC1)OC([C@H]1N(CCC1)C([C@H](O)CC1=CC=CC=C1)=O)=O (O-Tetrahydropyranyl-3-phenyl-D-lactyl-L-proline cyclohexylammonium salt). As a reaction SMILES: [O:1]1[CH2:6][CH2:5][CH2:4][CH2:3][CH:2]1[O:7][C:8](=[O:25])[C@@H:9]1[CH2:13][CH2:12][CH2:11][N:10]1[C:14](=[O:24])[C@@H:15]([CH2:17][C:18]1[CH:23]=[CH:22][CH:21]=[CH:20][CH:19]=1)[OH:16].[CH:26]1([NH3+:32])[CH2:31][CH2:30][CH2:29][CH2:28][CH2:27]1>C(OCC)C>[CH:26]1([NH3+:32])[CH2:31][CH2:30][CH2:29][CH2:28][CH2:27]1.[O:1]1[CH2:6][CH2:5][CH2:4][CH2:3][CH:2]1[O:7][C:8](=[O:25])[C@@H:9]1[CH2:13][CH2:12][CH2:11][N:10]1[C:14](=[O:24])[C@@H:15]([CH2:17][C:18]1[CH:19]=[CH:20][CH:21]=[CH:22][CH:23]=1)[OH:16] |f:3.4|. Procedure: 8.74 g (25 mmole) of O-tetrahydropyranyl-3-phenyl-D-lactic acid cyclohexylammonium salt (Example 5, Step A) is dissolved in 30 ml of 1M potassium hydrogen sulfate and 50 ml of dichloromethane. The dichloromethane layer is washed with water, dried over sodium sulfate and evaporated at 20-25 millibar from a water bath at about 40° C. The obtained O-tetrahydropyranyl-3-phenyl-D-lactic acid and 4.15 g (25 mmole) of L-proline methyl ester hydrochloride are condensed by the method of Obrecht and Heimg...